This data is from the Open Reaction Database (ORD), a public repository of structured organic reaction records. The task is: describe an organic reaction: reactants, conditions, products, and yield Starting materials: C1CCOC1, CCOC(=O)C1CCN(c2cc3cccnc3c(-c3cccc(F)c3)n2)CC1, CCOC(C)=O, [Na+], [OH-], O. As a reaction SMILES: [CH2:38]1[O:39][CH2:40][CH2:41][CH2:42]1.[CH2:3]([CH3:4])[O:5][C:6](=[O:7])[CH:8]1[CH2:9][CH2:10][N:11]([c:14]2[cH:15][c:16]3[cH:17][cH:18][cH:19][n:20][c:21]3[c:22](-[c:24]3[cH:25][c:26]([F:30])[cH:27][cH:28][cH:29]3)[n:23]2)[CH2:12][CH2:13]1.[CH3:32][CH2:33][O:34][C:35](=[O:36])[CH3:37].[Na+:2].[OH-:1].[OH2:31]>>[Na+:2].[O:5]=[C:6]([O-:7])[CH:8]1[CH2:9][CH2:10][N:11]([c:14]2[cH:15][c:16]3[cH:17][cH:18][cH:19][n:20][c:21]3[c:22](-[c:24]3[cH:25][c:26]([F:30])[cH:27][cH:28][cH:29]3)[n:23]2)[CH2:12][CH2:13]1. The product is [Na+], O=C([O-])C1CCN(c2cc3cccnc3c(-c3cccc(F)c3)n2)CC1.